From a dataset of the Open Reaction Database (ORD), a public repository of structured organic reaction records. describe an organic reaction: reactants, conditions, products, and yield Isolated yield 23.8%. The reagents and catalysts are [Pd](Cl)Cl.C1(=CC=CC=C1)P(C1=CC=CC=C1)C1=CC=CC=C1.C1(=CC=CC=C1)P(C1=CC=CC=C1)C1=CC=CC=C1 (bis(triphenylphosphine) palladium(II) dichloride), [Cu](I)I (copper iodide). Conditions: temperature 120 celsius. Reported procedure: A glass microwave reaction vessel was charged with 2-(3-bromo-4-(4-(thiophen-2-ylsulfonyl)piperazin-1-yl)phenyl)-1,1,1,3,3,3-hexafluoropropan-2-ol (128 mg, 0.23 mmol, Example 69, step 2), 1-(trimethylsilyl)-1-propyne (0.173 mL, 1.16 mmol, Sigma-Aldrich, St. Louis, Mo.), diethylamine (48 μL, 0.46 mmol, Sigma-Aldrich, St. Louis, Mo.), bis(triphenylphosphine) palladium(II) dichloride (15 mg, 0.02 mmol, Strem Chemical Inc, Newburyport, Mass.), triphenylphosphine (12 mg, 0.05 mmol, Sigma-Aldrich, St.... Reactants: BrC=1C=C(C=CC1N1CCN(CC1)S(=O)(=O)C=1SC=CC1)C(C(F)(F)F)(C(F)(F)F)O (2-(3-bromo-4-(4-(thiophen-2-ylsulfonyl)piperazin-1-yl)phenyl)-1,1,1,3,3,3-hexafluoropropan-2-ol), C[Si](C#CC)(C)C (1-(trimethylsilyl)-1-propyne), C(C)NCC (diethylamine), C1(=CC=CC=C1)P(C1=CC=CC=C1)C1=CC=CC=C1 (triphenylphosphine). RXN SMILES: Br[C:2]1[CH:3]=[C:4]([C:22]([OH:31])([C:27]([F:30])([F:29])[F:28])[C:23]([F:26])([F:25])[F:24])[CH:5]=[CH:6][C:7]=1[N:8]1[CH2:13][CH2:12][N:11]([S:14]([C:17]2[S:18][CH:19]=[CH:20][CH:21]=2)(=[O:16])=[O:15])[CH2:10][CH2:9]1.C[Si](C)(C)[C:34]#[C:35][CH3:36].C(NCC)C.C1(P(C2C=CC=CC=2)C2C=CC=CC=2)C=CC=CC=1>[Pd](Cl)Cl.C1(P(C2C=CC=CC=2)C2C=CC=CC=2)C=CC=CC=1.C1(P(C2C=CC=CC=2)C2C=CC=CC=2)C=CC=CC=1.[Cu](I)I.CN(C=O)C>[F:24][C:23]([F:26])([F:25])[C:22]([C:4]1[CH:5]=[CH:6][C:7]([N:8]2[CH2:13][CH2:12][N:11]([S:14]([C:17]3[S:18][CH:19]=[CH:20][CH:21]=3)(=[O:16])=[O:15])[CH2:10][CH2:9]2)=[C:2]([C:34]#[C:35][CH3:36])[CH:3]=1)([OH:31])[C:27]([F:30])([F:29])[F:28] |f:4.5.6|. Solvent: CN(C)C=O (DMF). Yields the product FC(C(C(F)(F)F)(O)C1=CC(=C(C=C1)N1CCN(CC1)S(=O)(=O)C=1SC=CC1)C#CC)(F)F (1,1,1,3,3,3-hexafluoro-2-(3-(1-propyn-1-yl)-4-(4-(2-thiophenylsulfonyl)-1-piperazinyl)phenyl)-2-propanol). The reactants are C([O-])(O)=O.[Na+] (sodium bicarbonate), CS(=O)(=O)OC[C@H]1CN(C(O1)=O)C1=CC(=C(C=C1)I)F ([(5R)-3-(3-Fluoro-4-iodophenyl)-2-oxo-1,3-oxazolidin-5-yl]methyl methanesulfonate), CS(=O)(=O)OC[C@H]1CN(C(O1)=O)C1=CC(=C(C=C1)I)F ([(5R)-3-(3-Fluoro-4-iodophenyl)-2-oxo-1,3-oxazolidin-5-yl]methyl methanesulfonate), [N-]=[N+]=[N-].[Na+] (Sodium azide). Solvent: CN(C=O)C (N,N-dimethylformamide). Reaction conditions: temperature 75 celsius, time 8 hour. The product is N(=[N+]=[N-])C[C@H]1CN(C(O1)=O)C1=CC(=C(C=C1)I)F ((5R)-5-(Azidomethyl)-3-(3-fluoro-4-iodophenyl)-1,3-oxazolidin-2-one). Yield: 88.7%. As a reaction SMILES: CS(O[CH2:6][C@@H:7]1[O:11][C:10](=[O:12])[N:9]([C:13]2[CH:18]=[CH:17][C:16]([I:19])=[C:15]([F:20])[CH:14]=2)[CH2:8]1)(=O)=O.[N-:21]=[N+:22]=[N-:23].[Na+].C(=O)(O)[O-].[Na+]>CN(C)C=O>[N:21]([CH2:6][C@@H:7]1[O:11][C:10](=[O:12])[N:9]([C:13]2[CH:18]=[CH:17][C:16]([I:19])=[C:15]([F:20])[CH:14]=2)[CH2:8]1)=[N+:22]=[N-:23] |f:1.2,3.4|. Procedure: [(5R)-3-(3-Fluoro-4-iodophenyl)-2-oxo-1,3-oxazolidin-5-yl]methyl methanesulfonate (Intermediate 4, 6.14 g, 14.7 mmol) was dissolved in N,N-dimethylformamide (50 ml). Sodium azide (1.92 g, 29.6 mmol) was added and the reaction was stirred at 75° C. overnight. The yellow mixture was poured into half-saturated sodium bicarbonate and extracted using ethyl acetate. The organic layer was washed three times with water, dried (magnesium sulfate), filtered, and concentrated to give the title compound as ... Starting materials: ClC1=C(C(=O)OCC([C@H](CC(=O)OC(C)(C)C)NC(=O)C2(CC(=NO2)C2=CC=CC=C2)C)=O)C(=CC=C1)Cl ((3S)-5-(t-butoxy)-3-{[(5-methyl-3-phenyl-4,5-dihydro-5-isoxazolyl)carbonyl]amino}-2,5-dioxopentyl 2,6-dichlorobenzoate), FC(C(=O)O)(F)F (trifluoroacetic acid). The solvent is ClCCl (dichloromethane). Reaction conditions: time 2 hour. Product: ClC1=C(C(=O)OCC([C@H](CC(=O)O)NC(=O)C2(CC(=NO2)C2=CC=CC=C2)C)=O)C(=CC=C1)Cl ((3S)-5-[(2,6-dichlorobenzoyl)oxy]-3-{[(5-methyl-3-phenyl-4,5-dihydro-5-isoxazolyl)carbonyl]amino}-4-oxopentan-oic acid). RXN SMILES: [Cl:1][C:2]1[CH:37]=[CH:36][CH:35]=[C:34]([Cl:38])[C:3]=1[C:4]([O:6][CH2:7][C:8](=[O:33])[C@@H:9]([NH:18][C:19]([C:21]1([CH3:32])[O:25][N:24]=[C:23]([C:26]2[CH:31]=[CH:30][CH:29]=[CH:28][CH:27]=2)[CH2:22]1)=[O:20])[CH2:10][C:11]([O:13]C(C)(C)C)=[O:12])=[O:5].FC(F)(F)C(O)=O>ClCCl>[Cl:38][C:34]1[CH:35]=[CH:36][CH:37]=[C:2]([Cl:1])[C:3]=1[C:4]([O:6][CH2:7][C:8](=[O:33])[C@@H:9]([NH:18][C:19]([C:21]1([CH3:32])[O:25][N:24]=[C:23]([C:26]2[CH:27]=[CH:28][CH:29]=[CH:30][CH:31]=2)[CH2:22]1)=[O:20])[CH2:10][C:11]([OH:13])=[O:12])=[O:5]. Procedure: The compound prepared in Example 1 (44 mg) was dissolved in dichloromethane (2 ml), and trifluoroacetic acid (1 ml) was added at 0□. The mixture was stirred for two hours while it was slowly warmed to room temperature, and then concentrated under reduced pressure to give the title compound (Iaa) in a stoichiometric amount. RXN SMILES: [CH2:19]([N:20]=[C:21]=[N:22][CH2:23][CH2:24][CH2:25][N:26]([CH3:27])[CH3:28])[CH3:29].[CH2:30]([Cl:31])[Cl:32].[CH3:33][N:34]([c:35]1[cH:36][cH:37][n:38][cH:39][cH:40]1)[CH3:41].[CH3:9][CH2:10][CH2:11][CH2:12][CH2:13][CH2:14][C:15]([OH:16])=[O:17].[ClH:18].[NH2:1][CH2:2][CH:3]1[CH2:4][CH2:5][CH2:6][CH2:7][CH2:8]1>>[NH:1]([CH2:2][CH:3]1[CH2:4][CH2:5][CH2:6][CH2:7][CH2:8]1)[C:15]([CH2:14][CH2:13][CH2:12][CH2:11][CH2:10][CH3:9])=[O:16]. The product is CCCCCCC(=O)NCC1CCCCC1. Reactants: CCN=C=NCCCN(C)C, ClCCl, CN(C)c1ccncc1, CCCCCCC(=O)O, Cl, NCC1CCCCC1. Starting materials: Cl.Cl.C1N(CC2C1CNC2)CC2=COC1=C2C=CC(=C1)OC=1SC=2C(=NC=CC2)N1 (2-[3-(hexahydro-pyrrolo[3,4-c]pyrrol-2-ylmethyl)-benzofuran-6-yloxy]-thiazolo[4,5-b]pyridine dihydrochloride), N-(3-dimethylaminopropyl)-N′-ethylcarbdiimide hydrochloride, ON1N=NC2=C1C=CC=C2 (1-hydroxybenzotriazole), CN1CCOCC1 (N-methylmorpholine), O1CC(CC1)C(=O)O (tetrahydro-furan-3-carboxylic acid). Solvent: CN(C)C=O (DMF). Yields the product O1CC(CC1)C(=O)N1CC2CN(CC2C1)CC1=COC2=C1C=CC(=C2)OC=2SC=1C(=NC=CC1)N2 ((Tetrahydro-furan-3-yl)-{5-[6-(thiazolo[4,5-b]pyridin-2-yloxy)-benzofuran-3-ylmethyl]-hexahydro-pyrrolo[3,4-c]pyrrol-2-yl}-methanone). The yield is 44.5%. Reaction SMILES: Cl.Cl.[CH2:3]1[CH:7]2[CH2:8][NH:9][CH2:10][CH:6]2[CH2:5][N:4]1[CH2:11][C:12]1[C:16]2[CH:17]=[CH:18][C:19]([O:21][C:22]3[S:23][C:24]4[C:25]([N:30]=3)=[N:26][CH:27]=[CH:28][CH:29]=4)=[CH:20][C:15]=2[O:14][CH:13]=1.ON1C2C=CC=CC=2N=N1.CN1CCOCC1.[O:48]1[CH2:52][CH2:51][CH:50]([C:53](O)=[O:54])[CH2:49]1>CN(C=O)C>[O:48]1[CH2:52][CH2:51][CH:50]([C:53]([N:9]2[CH2:10][CH:6]3[CH:7]([CH2:3][N:4]([CH2:11][C:12]4[C:16]5[CH:17]=[CH:18][C:19]([O:21][C:22]6[S:23][C:24]7[C:25]([N:30]=6)=[N:26][CH:27]=[CH:28][CH:29]=7)=[CH:20][C:15]=5[O:14][CH:13]=4)[CH2:5]3)[CH2:8]2)=[O:54])[CH2:49]1 |f:0.1.2|. Procedure details: A solution of 2-[3-(hexahydro-pyrrolo[3,4-c]pyrrol-2-ylmethyl)-benzofuran-6-yloxy]-thiazolo[4,5-b]pyridine dihydrochloride (50 mg, 0.11 mmol), N-(3-dimethylaminopropyl)-N′-ethylcarbdiimide hydrochloride (21 mg, 0.11 mmol), 1-hydroxybenzotriazole (73 mg, 0.54 mmol), N-methylmorpholine (33 mg, 0.32 mmol), and tetrahydro-furan-3-carboxylic acid (13 mg, 0.11 mmol) in DMF (0.4 mL) was stirred at rt. Upon reaction completion, the mixture was concentrated, re-dissolved in DMF and purified using reverse... Starting materials: C(CCC)[Li] (n-butyllithium), solution, [OH-].[K+] (KOH), OO (H2O2), BrC1=CC(=CC=2OC3=CC(=CC(=C3CC12)Br)C(C)(C)C)C(C)(C)C (1,8-dibromo-3,6-di-tert-butylxanthene), Cl (hydrochloric acid). The solvent is CCCCCC (hexane), O (water), C1CCOC1 (THF), C1CCOC1 (THF). Run at time 2 hour. Yields the product OC1=CC(=CC=2OC3=CC(=CC(=C3CC12)O)C(C)(C)C)C(C)(C)C (1,8-Dihydroxy-3,6-di-tert-butylxanthene). Reaction SMILES: Br[C:2]1[C:15]2[CH2:14][C:13]3[C:8](=[CH:9][C:10]([C:17]([CH3:20])([CH3:19])[CH3:18])=[CH:11][C:12]=3Br)[O:7][C:6]=2[CH:5]=[C:4]([C:21]([CH3:24])([CH3:23])[CH3:22])[CH:3]=1.C([Li])CCC.[OH-:30].[K+].[OH:32]O.Cl>CCCCCC.C1COCC1.O>[OH:30][C:2]1[C:15]2[CH2:14][C:13]3[C:8](=[CH:9][C:10]([C:17]([CH3:20])([CH3:19])[CH3:18])=[CH:11][C:12]=3[OH:32])[O:7][C:6]=2[CH:5]=[C:4]([C:21]([CH3:24])([CH3:23])[CH3:22])[CH:3]=1 |f:2.3|. Procedure details: 5 g (13.3 mmol) of 1,8-dibromo-3,6-di-tert-butylxanthene together with THF were placed in a reaction vessel under argon. At −50° C., 12.3 ml (30.7 mmol) of a 2.5 molar n-butyllithium solution in hexane were added. The reaction mixture was stirred for 2 hours, resulting in formation of a colorless suspension. At 0° C., 100 ml (100 mmol) of a 1 molar solution of BH3 in THF were added dropwise and the mixture was stirred overnight at 5–15° C. It was subsequently carefully hydrolyzed at 0° C. using ...